This data is from the Open Reaction Database (ORD), a public repository of structured organic reaction records. The task is: describe an organic reaction: reactants, conditions, products, and yield Procedure: Similar procedure as described in example 131 was used, starting from (1-chloro-isoquinolin-3-yl)-(1H-pyrazol-3-yl)-amine and 3-cyano-phenylboronic acid to give 3-[3-(1H-pyrazol-3-ylamino)-isoquinolin-1-yl]-benzonitrile. LC-MS m/e 312(MH+). Reaction SMILES: Cl[C:2]1[C:11]2[C:6](=[CH:7][CH:8]=[CH:9][CH:10]=2)[CH:5]=[C:4]([NH:12][C:13]2[CH:17]=[CH:16][NH:15][N:14]=2)[N:3]=1.[C:18]([C:20]1[CH:21]=[C:22](B(O)O)[CH:23]=[CH:24][CH:25]=1)#[N:19]>>[NH:15]1[CH:16]=[CH:17][C:13]([NH:12][C:4]2[N:3]=[C:2]([C:24]3[CH:25]=[C:20]([CH:21]=[CH:22][CH:23]=3)[C:18]#[N:19])[C:11]3[C:6]([CH:5]=2)=[CH:7][CH:8]=[CH:9][CH:10]=3)=[N:14]1. The reactants are ClC1=NC(=CC2=CC=CC=C12)NC1=NNC=C1 ((1-chloro-isoquinolin-3-yl)-(1H-pyrazol-3-yl)-amine), C(#N)C=1C=C(C=CC1)B(O)O (3-cyano-phenylboronic acid). Yields the product N1N=C(C=C1)NC=1N=C(C2=CC=CC=C2C1)C=1C=C(C#N)C=CC1 (3-[3-(1H-pyrazol-3-ylamino)-isoquinolin-1-yl]-benzonitrile).